From a dataset of the Open Reaction Database (ORD), a public repository of structured organic reaction records. describe an organic reaction: reactants, conditions, products, and yield Reactants: O=CC(=O)O, NNc1ccc(Cl)cc1Cl, Cl, Cl, O. Product: O=CC(O)=NNc1ccc(Cl)cc1Cl. Reaction SMILES: [C:1]([CH:2]=[O:3])(=[O:4])[OH:5].[Cl:7][c:8]1[c:9]([NH:15][NH2:16])[cH:10][cH:11][c:12]([Cl:14])[cH:13]1.[ClH:17].[ClH:6].[OH2:18]>>[C:1]([CH:2]=[O:3])([OH:5])=[N:16][NH:15][c:9]1[c:8]([Cl:7])[cH:13][c:12]([Cl:14])[cH:11][cH:10]1. The reactants are C(C)(=O)OC(COC)C (propylene glycol monomethyl ether acetate), N(=NC(C#N)(C)C)C(C#N)(C)C (azobisisobutyronitrile), azoisobutyronitrile, C=CC1=CC=CC=C1 (styrene), C(C=C)(=O)O (acrylic acid), (meth)acrylate, C(C)(C)(C1=CC=CC=C1)C1=CC=C(C=C1)O (paracumylphenol). Reaction conditions: temperature 80 celsius. Yields the product C=CC1=CC=CC=C1.C(C=C)(=O)O (styrene acrylic acid). Reaction SMILES: C(OC(C)COC)(=O)C.N(C(C)(C)C#N)=NC(C)(C)C#N.[CH2:22]=[CH:23][C:24]1[CH:29]=[CH:28][CH:27]=[CH:26][CH:25]=1.[C:30]([OH:34])(=[O:33])[CH:31]=[CH2:32].C(C1C=CC(O)=CC=1)(C1C=CC=CC=1)(C)C>>[CH2:22]=[CH:23][C:24]1[CH:29]=[CH:28][CH:27]=[CH:26][CH:25]=1.[C:30]([OH:34])(=[O:33])[CH:31]=[CH2:32] |f:5.6|. Reported procedure: 432 g of propylene glycol monomethyl ether acetate and 13 g of azobisisobutyronitrile were added in a five-neck reaction container having an inside volume of 1 l and the mixture was heated to 80° C. while blowing nitrogen gas into the container. Then, a mixed solution of 86.3 g of styrene, 11.8 g of acrylic acid and 10.0 g of an EO-modified (meth)acrylate of paracumylphenol was added dropwise to the mixture over 2 hours. 6.5 g of azoisobutyronitrile was added to the mixture 30 minutes after the ... Starting materials: EtOAc H2CO, FC=1C(=NC=CC1)C(=NO)Cl (3-fluoro-N-hydroxypicolinimidoyl chloride), ClC=1C=C(N)C=CC1 (3-chloroaniline). The solvent is O1CCOCC1 (1,4-dioxane), O1CCOCC1 (1,4-dioxane). Reaction conditions: time 12 hour. The product is ClC=1C=C(C=CC1)NC(C1=NC=CC=C1F)=NO (N-(3-chlorophenyl)-3-fluoro-N′-hydroxypicolinimidamide). As a reaction SMILES: [F:1][C:2]1[C:3]([C:8](Cl)=[N:9][OH:10])=[N:4][CH:5]=[CH:6][CH:7]=1.[Cl:12][C:13]1[CH:14]=[C:15]([CH:17]=[CH:18][CH:19]=1)[NH2:16]>O1CCOCC1>[Cl:12][C:13]1[CH:14]=[C:15]([NH:16][C:8](=[N:9][OH:10])[C:3]2[C:2]([F:1])=[CH:7][CH:6]=[CH:5][N:4]=2)[CH:17]=[CH:18][CH:19]=1. Procedure: A solution of 3-fluoro-N-hydroxypicolinimidoyl chloride 2 (1.35 g, 7.73 mmol) in 1,4-dioxane (15 mL) was added via cannula to a solution of 3-chloroaniline (4.5 mL, 43 mmol) in 1,4-dioxane (10 mL). After 12 h at rt, the r×n was added to EtOAc: H2CO (1:1). The organic layer was separated and washed with brine (30 mL), dried (MgSO4), filtered and concentrated to afford N-(3-chlorophenyl)-3-fluoro-N′-hydroxypicolinimidamide was taken through to the next step.